Dataset: the Open Reaction Database (ORD), a public repository of structured organic reaction records. Task: describe an organic reaction: reactants, conditions, products, and yield Reactants: II (Iodine), I[Si](C)(C)C (Iodotrimethylsilane), FC1=C(C=CC=C1)[C@@H]1N2C(CCC[C@@H]2CCC1)=O ((6R*,9aS*)-6-(2-fluorophenyl)octahydroquinolizin-4-one), CN(CCN(C)C)C (N,N,N′,N′-tetramethylethylenediamine), S(=S)(=O)([O-])[O-].[Na+].[Na+] (sodium thiosulfate). Solvent: C(Cl)Cl (methylene chloride), C(C)(=O)OCC (Ethyl acetate). Yields the product FC1=C(C=CC=C1)[C@@H]1N2C(C(CC[C@@H]2CCC1)I)=O ((6R*,9aS*)-6-(2-fluorophenyl)-3-iodooctahydroquinolizin-4-one). The yield is 107.2%. As a reaction SMILES: I[Si](C)(C)C.[F:6][C:7]1[CH:12]=[CH:11][CH:10]=[CH:9][C:8]=1[C@H:13]1[CH2:22][CH2:21][CH2:20][C@@H:19]2[N:14]1[C:15](=[O:23])[CH2:16][CH2:17][CH2:18]2.CN(C)CCN(C)C.[I:32]I.S([O-])([O-])(=O)=S.[Na+].[Na+]>C(Cl)Cl.C(OCC)(=O)C>[F:6][C:7]1[CH:12]=[CH:11][CH:10]=[CH:9][C:8]=1[C@H:13]1[CH2:22][CH2:21][CH2:20][C@@H:19]2[N:14]1[C:15](=[O:23])[CH:16]([I:32])[CH2:17][CH2:18]2 |f:4.5.6|. Procedure: Iodotrimethylsilane (0.28 mL) was added to a solution of (6R*,9aS*)-6-(2-fluorophenyl)octahydroquinolizin-4-one (309 mg) and N,N,N′,N′-tetramethylethylenediamine (0.66 mL) in methylene chloride (12 mL) under ice-cooling in a nitrogen atmosphere, and the reaction solution was stirred under ice-cooling for 30 minutes. Iodine (476 mg) was added to the reaction solution under ice-cooling, and the reaction solution was stirred under ice-cooling for one hour. Ethyl acetate and a saturated sodium thios... The reactants are FC(C1=C(C(=NO1)C1=CC=C(S1)C(=O)O)C)(F)F (5-(5-Trifluoromethyl-4-methyl-isoxazol-3-yl)-thiophene-2-carboxylic acid), Cl.OC1CNC1 (3-hydroxyazetidine hydrochloride), solid. Product: OC1CN(C1)C(=O)C=1SC(=CC1)C1=NOC(=C1C)C(F)(F)F ((3-Hydroxy-azetidin-1-yl)-[5-(4-methyl-5-trifluoromethyl-isoxazol-3-yl)-thiophen-2-yl]-methanone). As a reaction SMILES: [F:1][C:2]([F:18])([F:17])[C:3]1[O:7][N:6]=[C:5]([C:8]2[S:12][C:11]([C:13]([OH:15])=O)=[CH:10][CH:9]=2)[C:4]=1[CH3:16].Cl.[OH:20][CH:21]1[CH2:24][NH:23][CH2:22]1>>[OH:20][CH:21]1[CH2:24][N:23]([C:13]([C:11]2[S:12][C:8]([C:5]3[C:4]([CH3:16])=[C:3]([C:2]([F:1])([F:18])[F:17])[O:7][N:6]=3)=[CH:9][CH:10]=2)=[O:15])[CH2:22]1 |f:1.2|. Procedure: Prepared from 5-(5-Trifluoromethyl-4-methyl-isoxazol-3-yl)-thiophene-2-carboxylic acid and 3-hydroxyazetidine hydrochloride by the method described in Example 41. Colorless solid (78 mg, 73%). 1H NMR (DMSO-d6) 2.38 (s, 3H), 3.77-3.90 (m, 1H), 4.19-4.38 (m, 2H), 4.52-4.63 (m, 1H), 4.65-4.78 (m, 1H), 5.88 (d, J=5.9, 1H), 7.62 (d, J=4.0, 1H), 7.73 (d, J=4.0, 1H). 13C NMR 7.4, 58.9, 60.6, 62.5, 116.0 (q, J=2), 118.5 (q, J=271), 130.3, 130.5, 131.0, 140.2, 153.2 (q, J=40), 157.9, 160.8. 19F NMR −62.3... Product: CCOC(=O)c1cc(Oc2ccc(S(C)(=O)=O)cc2)c2cc(C(=O)O)oc2c1. RXN SMILES: [CH3:33][C:34]#[N:35].[CH3:36][CH2:37][O:38][C:39](=[O:40])[CH3:41].[CH:6](=[O:7])[c:8]1[o:9][c:10]2[c:11]([cH:12]1)[c:13]([O:22][c:23]1[cH:24][cH:25][c:26]([S:29](=[O:30])(=[O:31])[CH3:32])[cH:27][cH:28]1)[cH:14][c:15]([C:17](=[O:18])[O:19][CH2:20][CH3:21])[cH:16]2.[I+3:1]([O-:2])([OH:3])([O-:4])[O-:5]>>[OH:2][C:6](=[O:7])[c:8]1[o:9][c:10]2[c:11]([cH:12]1)[c:13]([O:22][c:23]1[cH:24][cH:25][c:26]([S:29](=[O:30])(=[O:31])[CH3:32])[cH:27][cH:28]1)[cH:14][c:15]([C:17](=[O:18])[O:19][CH2:20][CH3:21])[cH:16]2. Starting materials: CC#N, CCOC(C)=O, CCOC(=O)c1cc(Oc2ccc(S(C)(=O)=O)cc2)c2cc(C=O)oc2c1, [O-][I+3]([O-])([O-])O. Reactants: BrC(C(=O)OC(C)(C)C)C(=O)OC(C)(C)C (Di-t-butyl bromomalonate), C(C)(C)(C)OC([C@H]1N(CCC1)C([C@@H](N)C)=O)=O (L-alanyl-L-proline t-butyl ester), C(C)OCC (Diethyl ether). The solvent is C1(=CC=CC=C1)C (toluene). Conditions: temperature 0 celsius, time 14 hour. Product: C(C)(C)(C)OC([C@H]1N(CCC1)C([C@@H](NC(C(=O)OC(C)(C)C)C(=O)OC(C)(C)C)C)=O)=O (N-[di-t-butoxycarbonylmethyl]-L-alanyl-L-proline t-butyl ester). As a reaction SMILES: Br[CH:2]([C:10]([O:12][C:13]([CH3:16])([CH3:15])[CH3:14])=[O:11])[C:3]([O:5][C:6]([CH3:9])([CH3:8])[CH3:7])=[O:4].[C:17]([O:21][C:22](=[O:33])[C@@H:23]1[CH2:27][CH2:26][CH2:25][N:24]1[C:28](=[O:32])[C@H:29]([CH3:31])[NH2:30])([CH3:20])([CH3:19])[CH3:18].C(OCC)C>C1(C)C=CC=CC=1>[C:17]([O:21][C:22](=[O:33])[C@@H:23]1[CH2:27][CH2:26][CH2:25][N:24]1[C:28](=[O:32])[C@H:29]([CH3:31])[NH:30][CH:2]([C:10]([O:12][C:13]([CH3:16])([CH3:15])[CH3:14])=[O:11])[C:3]([O:5][C:6]([CH3:9])([CH3:8])[CH3:7])=[O:4])([CH3:19])([CH3:18])[CH3:20]. Procedure details: Di-t-butyl bromomalonate (15.9 g.) was added to a stirred solution of L-alanyl-L-proline t-butyl ester (26 g.) in toluene (30 ml.) which was cooled to 0° C., and the mixture was allowed to warm up to laboratory temperature during 2 hours and was stirred at that temperature for 14 hours. Diethyl ether (300 ml.) was added, the mixture was filtered to remove unreacted L-alanyl-L-proline t-butyl ester as the hydrobromide salt thereof, andthe filtrate was evaporated to dryness under reduced pressure.... Starting materials: ClC=1C=C(OCC(=O)NC2CCC(CC2)(C2=CC=CC=C2)N(C)C)C=CC1 (2-(3-chlorophenoxy)-N-(4-dimethylamino-4-phenylcyclohexyl)acetamide), Cl (hydrochloride), O (water), Cl[Si](C)(C)C (chlorotrimethylsilane), white solid. The solvent is C(C)(=O)OCC (ethyl acetate), CC(CC)=O (2-butanone). The product is Cl.ClC=1C=C(OCC(=O)NC2CCC(CC2)(C2=CC=CC=C2)N(C)C)C=CC1 (2-(3-Chlorophenoxy)-N-(4-dimethylamino-4-phenylcyclohexyl)acetamide hydrochloride). As a reaction SMILES: [Cl:1][C:2]1[CH:3]=[C:4]([CH:25]=[CH:26][CH:27]=1)[O:5][CH2:6][C:7]([NH:9][CH:10]1[CH2:15][CH2:14][C:13]([N:22]([CH3:24])[CH3:23])([C:16]2[CH:21]=[CH:20][CH:19]=[CH:18][CH:17]=2)[CH2:12][CH2:11]1)=[O:8].Cl.O.Cl[Si](C)(C)C>CC(=O)CC.C(OCC)(=O)C>[ClH:1].[Cl:1][C:2]1[CH:3]=[C:4]([CH:25]=[CH:26][CH:27]=1)[O:5][CH2:6][C:7]([NH:9][CH:10]1[CH2:15][CH2:14][C:13]([N:22]([CH3:24])[CH3:23])([C:16]2[CH:17]=[CH:18][CH:19]=[CH:20][CH:21]=2)[CH2:12][CH2:11]1)=[O:8] |f:6.7|. Procedure details: As described for Example 235, 356 mg of the less polar diastereoisomer of 2-(3-chlorophenoxy)-N-(4-dimethylamino-4-phenylcyclohexyl)acetamide were also obtained and, as a solution in 5 ml 2-butanone and 10 ml ethyl acetate, were converted into the corresponding hydrochloride by addition of 17 μl water and 117 μl chlorotrimethylsilane (338 mg of a white solid, m.p. 223-224.5° C.). Reactants: FC(C(=O)O)(F)F.ClC=1C(=NC=C(C1)Cl)NC(C1=C(C=CC(=C1)F)NC(C1=C(C=C(C=C1)N1CCCC1)OC1CCN(CC1)C)=O)=O (N-(3,5-dichloropyridin-2-yl)-5-fluoro-2-[2-(1-methylpiperidin-4-yloxy)-4-(pyrrolidin-1-yl)benzoylamino]benzamide trifluoroacetate), FC=1C=CC2=C(C(OC(=N2)C2=C(C=C(C=C2)N2CCCC2)OC2CCN(CC2)C)=O)C1 (6-fluoro-2-[4-(pyrrolidin-1-yl)-2-(1-methylpiperidin-4-yloxy)phenyl]-4H-3,1-benzoxazin-4-one), ClC=1C=NC=C(C1)Cl (3,5-dichloro-pyridine). The product is ClC=1C(=NC=C(C1)Cl)NC(C1=C(C=CC(=C1)F)NC(C1=C(C=C(C=C1)N1CCCC1)OC1CCN(CC1)C)=O)=O (N-(3,5-dichloropyridin-2-yl)-5-fluoro-2-[2-(1-methylpiperidin-4-yloxy)-4-(pyrrolidin-1-yl)benzoylamino]benzamide). Reaction SMILES: FC(F)(F)C(O)=O.[Cl:8][C:9]1[C:10]([NH:16][C:17](=[O:47])[C:18]2[CH:23]=[C:22]([F:24])[CH:21]=[CH:20][C:19]=2[NH:25][C:26](=[O:46])[C:27]2[CH:32]=[CH:31][C:30]([N:33]3[CH2:37][CH2:36][CH2:35][CH2:34]3)=[CH:29][C:28]=2[O:38][CH:39]2[CH2:44][CH2:43][N:42]([CH3:45])[CH2:41][CH2:40]2)=[N:11][CH:12]=[C:13]([Cl:15])[CH:14]=1.FC1C=CC2N=C(C3C=CC(N4CCCC4)=CC=3OC3CCN(C)CC3)OC(=O)C=2C=1.ClC1C=NC=C(Cl)C=1>>[Cl:8][C:9]1[C:10]([NH:16][C:17](=[O:47])[C:18]2[CH:23]=[C:22]([F:24])[CH:21]=[CH:20][C:19]=2[NH:25][C:26](=[O:46])[C:27]2[CH:32]=[CH:31][C:30]([N:33]3[CH2:34][CH2:35][CH2:36][CH2:37]3)=[CH:29][C:28]=2[O:38][CH:39]2[CH2:44][CH2:43][N:42]([CH3:45])[CH2:41][CH2:40]2)=[N:11][CH:12]=[C:13]([Cl:15])[CH:14]=1 |f:0.1|. Reported procedure: Using methods substantially equivalent to those described in Example 118, N-(3,5-dichloropyridin-2-yl)-5-fluoro-2-[2-(1-methylpiperidin-4-yloxy)-4-(pyrrolidin-1-yl)benzoylamino]benzamide trifluoroacetate was prepared from 6-fluoro-2-[4-(pyrrolidin-1-yl)-2-(1-methylpiperidin-4-yloxy)phenyl]-4H-3,1-benzoxazin-4-one and 3,5-dichloro-pyridine.